From a dataset of the Open Reaction Database (ORD), a public repository of structured organic reaction records. describe an organic reaction: reactants, conditions, products, and yield Starting materials: C1COCCN1, C=CCOC(=O)c1ccc(NC(=O)C(=NOC)c2ccc3c(c2)C(C)(C)CCC3(C)C)cc1, ClCCl. Product: CON=C(C(=O)Nc1ccc(C(=O)O)cc1)c1ccc2c(c1)C(C)(C)CCC2(C)C. As a reaction SMILES: [CH2:34]1[NH:35][CH2:36][CH2:37][O:38][CH2:39]1.[CH3:1][O:2][N:3]=[C:4]([C:5](=[O:6])[NH:7][c:8]1[cH:9][cH:10][c:11]([C:12](=[O:13])[O:14][CH2:15][CH:16]=[CH2:17])[cH:18][cH:19]1)[c:20]1[cH:21][c:22]2[c:27]([cH:28][cH:29]1)[C:26]([CH3:30])([CH3:31])[CH2:25][CH2:24][C:23]2([CH3:32])[CH3:33].[Cl:40][CH2:41][Cl:42]>>[CH3:1][O:2][N:3]=[C:4]([C:5](=[O:6])[NH:7][c:8]1[cH:9][cH:10][c:11]([C:12](=[O:13])[OH:14])[cH:18][cH:19]1)[c:20]1[cH:21][c:22]2[c:27]([cH:28][cH:29]1)[C:26]([CH3:30])([CH3:31])[CH2:25][CH2:24][C:23]2([CH3:32])[CH3:33].